From a dataset of the Open Reaction Database (ORD), a public repository of structured organic reaction records. describe an organic reaction: reactants, conditions, products, and yield Reactants: CC(C)(C)OC(=O)NCCCCCC=O, ClCCl, COC(=O)C=P(c1ccccc1)(c1ccccc1)c1ccccc1. Yields the product COC(=O)C=CCCCCCNC(=O)OC(C)(C)C. As a reaction SMILES: [C:25](=[O:26])([O:27][C:28]([CH3:29])([CH3:30])[CH3:31])[NH:32][CH2:33][CH2:34][CH2:35][CH2:36][CH2:37][CH:38]=[O:39].[CH2:40]([Cl:41])[Cl:42].[c:1]1([P:2]([c:3]2[cH:4][cH:5][cH:6][cH:7][cH:8]2)([c:9]2[cH:10][cH:11][cH:12][cH:13][cH:14]2)=[CH:20][C:21](=[O:22])[O:23][CH3:24])[cH:15][cH:16][cH:17][cH:18][cH:19]1>>[CH:20]([C:21](=[O:22])[O:23][CH3:24])=[CH:38][CH2:37][CH2:36][CH2:35][CH2:34][CH2:33][NH:32][C:25](=[O:26])[O:27][C:28]([CH3:29])([CH3:30])[CH3:31]. Procedure: Using 5 g of N-(trans-4-methylcyclohexyl)-4-(4-chlorobutoxy)-3-methoxycinnamamide (Example 133), 100 ml of methylisobutylketone, and 150 ml of 50% aqueous dimethylamine solution, a reaction similar to that conducted in Example 107 was carried out. As a result, 2.01 g of N-(trans-4-methylcyclohexyl)-4-(4-dimethylaminobutoxy)-3-methoxycinnamamide (a compound of the present invention) was obtained as light-greenish white crystal, which had the following physiochemical properties: Solvent: CC(=O)CC(C)C (methylisobutylketone). As a reaction SMILES: [CH3:1][C@H:2]1[CH2:7][CH2:6][C@H:5]([NH:8][C:9](=[O:26])[CH:10]=[CH:11][C:12]2[CH:17]=[CH:16][C:15]([O:18][CH2:19][CH2:20][CH2:21][CH2:22]Cl)=[C:14]([O:24][CH3:25])[CH:13]=2)[CH2:4][CH2:3]1.[CH3:27][NH:28][CH3:29]>CC(CC(C)C)=O>[CH3:1][C@H:2]1[CH2:7][CH2:6][C@H:5]([NH:8][C:9](=[O:26])[CH:10]=[CH:11][C:12]2[CH:17]=[CH:16][C:15]([O:18][CH2:19][CH2:20][CH2:21][CH2:22][N:28]([CH3:29])[CH3:27])=[C:14]([O:24][CH3:25])[CH:13]=2)[CH2:4][CH2:3]1. Yields the product C[C@@H]1CC[C@H](CC1)NC(C=CC1=CC(=C(C=C1)OCCCCN(C)C)OC)=O (N-(trans-4-methylcyclohexyl)-4-(4-dimethylaminobutoxy)-3-methoxycinnamamide). Reactants: C[C@@H]1CC[C@H](CC1)NC(C=CC1=CC(=C(C=C1)OCCCCCl)OC)=O (N-(trans-4-methylcyclohexyl)-4-(4-chlorobutoxy)-3-methoxycinnamamide), CNC (dimethylamine). The reactants are C(C)(C)OC1=CC=C(C=C1)S(=O)(=O)Cl (4-isopropoxybenzenesulfonyl chloride), N1=CC=CC2=C(C=CC=C12)N1N=C(C=C1N)C(F)(F)F (1-(quinolin-5-yl)-3-(trifluoromethyl)-1H-pyrazol-5-amine). The solvent is N1=CC=CC=C1 (pyridine). Run at temperature 80 celsius. The product is C(C)(C)OC1=CC=C(C=C1)S(=O)(=O)NC1=CC(=NN1C1=C2C=CC=NC2=CC=C1)C(F)(F)F (4-isopropoxy-N-(1-(quinolin-5-yl)-3-(trifluoromethyl)-1H-pyrazol-5-yl)benzenesulfonamide). Isolated yield 47.0%. Reaction SMILES: [CH:1]([O:4][C:5]1[CH:10]=[CH:9][C:8]([S:11](Cl)(=[O:13])=[O:12])=[CH:7][CH:6]=1)([CH3:3])[CH3:2].[N:15]1[C:24]2[C:19](=[C:20]([N:25]3[C:29]([NH2:30])=[CH:28][C:27]([C:31]([F:34])([F:33])[F:32])=[N:26]3)[CH:21]=[CH:22][CH:23]=2)[CH:18]=[CH:17][CH:16]=1>N1C=CC=CC=1>[CH:1]([O:4][C:5]1[CH:10]=[CH:9][C:8]([S:11]([NH:30][C:29]2[N:25]([C:20]3[CH:21]=[CH:22][CH:23]=[C:24]4[C:19]=3[CH:18]=[CH:17][CH:16]=[N:15]4)[N:26]=[C:27]([C:31]([F:34])([F:33])[F:32])[CH:28]=2)(=[O:13])=[O:12])=[CH:7][CH:6]=1)([CH3:3])[CH3:2]. Procedure details: To a mixture of 4-isopropoxybenzenesulfonyl chloride (0.080 g, 0.35 mmol) and 1-(quinolin-5-yl)-3-(trifluoromethyl)-1H-pyrazol-5-amine (prepared from Example 21 step a, 0.032 g, 0.11 mmol) in pyridine (0.5 mL) was heated at 80° C. for 4 h with stirring. After cooling to room temperature, the reaction mixture was concentrated in vacuo and the crude residue was purified by reverse phase HPLC(C18 column, acetonitrile-H2O with 0.1% TFA as eluent) to give the title compound as a white solid (0.025 g,... Reactants: N (NH3), C(C1=CC=CC=C1)(=O)NC1=C2N=CN(C2=NC=N1)C1OC(C(C1OC(C)=O)OCC1=CC=CC=C1)(C=C)C(O[SiH2]C(C)(C)C)(C1=CC=CC=C1)C1=CC=CC=C1 (Acetic acid 2-(6-benzoylamino-purin-9-yl)-4-benzyloxy-5-(tert-butyl-diphenyl-silanyloxymethyl)-5-vinyl-tetrahydro-furan-3-yl ester). The solvent is CO (methanol). The product is NC1=C2N=CN(C2=NC=N1)C1OC(C(C1O)OCC1=CC=CC=C1)(C=C)C(O[SiH2]C(C)(C)C)(C1=CC=CC=C1)C1=CC=CC=C1 (2-(6-Amino-purin-9-yl)-4-benzyloxy-5-(tert-butyl-diphenyl-silanyloxymethyl)-5-vinyl-tetrahydro-furan-3-ol). The yield is 96.0%. Reaction SMILES: C([NH:9][C:10]1[N:18]=[CH:17][N:16]=[C:15]2[C:11]=1[N:12]=[CH:13][N:14]2[CH:19]1[CH:23]([O:24]C(=O)C)[CH:22]([O:28][CH2:29][C:30]2[CH:35]=[CH:34][CH:33]=[CH:32][CH:31]=2)[C:21]([C:38]([C:51]2[CH:56]=[CH:55][CH:54]=[CH:53][CH:52]=2)([C:45]2[CH:50]=[CH:49][CH:48]=[CH:47][CH:46]=2)[O:39][SiH2:40][C:41]([CH3:44])([CH3:43])[CH3:42])([CH:36]=[CH2:37])[O:20]1)(=O)C1C=CC=CC=1.N>CO>[NH2:9][C:10]1[N:18]=[CH:17][N:16]=[C:15]2[C:11]=1[N:12]=[CH:13][N:14]2[CH:19]1[CH:23]([OH:24])[CH:22]([O:28][CH2:29][C:30]2[CH:31]=[CH:32][CH:33]=[CH:34][CH:35]=2)[C:21]([C:38]([C:51]2[CH:56]=[CH:55][CH:54]=[CH:53][CH:52]=2)([C:45]2[CH:46]=[CH:47][CH:48]=[CH:49][CH:50]=2)[O:39][SiH2:40][C:41]([CH3:42])([CH3:43])[CH3:44])([CH:36]=[CH2:37])[O:20]1. Reported procedure: To a flask charged with Acetic acid 2-(6-benzoylamino-purin-9-yl)-4-benzyloxy-5-(tert-butyl-diphenyl-silanyloxymethyl)-5-vinyl-tetrahydro-furan-3-yl ester was added methanol and NH3. The reaction was stirred, extracted, and the solvent was evaporated to provide the titled compound in 96% yield. The reactants are FC=1C=C(C#N)C=CC1F (3,4-difluorobenzonitrile), C(C1=CC=CC=C1)OC1=CC(NC=C1)=O (4-(benzyloxy)pyridin-2(1H)-one), CN(C)C=O (DMF), [H-].[Na+] (NaH). The solvent is CCOC(=O)C (EtOAc). Conditions: time 1.5 hour. The product is C(C1=CC=CC=C1)OC1=CC(N(C=C1)C1=C(C=C(C#N)C=C1)F)=O (4-(4-(benzyloxy)-2-oxopyridin-1(2H)-yl)-3-fluorobenzonitrile). The yield is 81.0%. As a reaction SMILES: [CH2:1]([O:8][C:9]1[CH:14]=[CH:13][NH:12][C:11](=[O:15])[CH:10]=1)[C:2]1[CH:7]=[CH:6][CH:5]=[CH:4][CH:3]=1.CN(C=O)C.[H-].[Na+].[F:23][C:24]1[CH:25]=[C:26]([CH:29]=[CH:30][C:31]=1F)[C:27]#[N:28]>CCOC(C)=O>[CH2:1]([O:8][C:9]1[CH:14]=[CH:13][N:12]([C:31]2[CH:30]=[CH:29][C:26]([C:27]#[N:28])=[CH:25][C:24]=2[F:23])[C:11](=[O:15])[CH:10]=1)[C:2]1[CH:3]=[CH:4][CH:5]=[CH:6][CH:7]=1 |f:2.3|. Procedure: To 4-(benzyloxy)pyridin-2(1H)-one (0.358 g, 1.779 mmol) under nitrogen was added DMF (5 mL) to produce a tan suspension. To the reaction was added NaH (60% in oil) (0.074 g, 1.860 mmol) and stirred for 1.5 hours and then 3,4-difluorobenzonitrile (0.225 g, 1.618 mmol) was added. The reaction was placed in a 90° C. oil bath for 2 hours. To the tan suspension was added 50 mL of EtOAc and the mixture washed with 4×25 mL of water, dried over MgSO4, filtered and concentrated to give 0.42 g pale yellow... Reactants: CC1(C)OB(c2cnc(N)nc2C(F)(F)F)OC1(C)C, Clc1nc(N2CCOCC2)cc(N2CCOCC2)n1. Product: Nc1ncc(-c2nc(N3CCOCC3)cc(N3CCOCC3)n2)c(C(F)(F)F)n1. RXN SMILES: [CH3:20][C:21]1([CH3:22])[C:23]([CH3:24])([CH3:25])[O:26][B:27]([c:28]2[c:29]([C:35]([F:36])([F:37])[F:38])[n:30][c:31]([NH2:34])[n:32][cH:33]2)[O:39]1.[O:1]1[CH2:2][CH2:3][N:4]([c:7]2[n:8][c:9]([Cl:19])[n:10][c:11]([N:13]3[CH2:14][CH2:15][O:16][CH2:17][CH2:18]3)[cH:12]2)[CH2:5][CH2:6]1>>[O:1]1[CH2:2][CH2:3][N:4]([c:7]2[n:8][c:9](-[c:28]3[c:29]([C:35]([F:36])([F:37])[F:38])[n:30][c:31]([NH2:34])[n:32][cH:33]3)[n:10][c:11]([N:13]3[CH2:14][CH2:15][O:16][CH2:17][CH2:18]3)[cH:12]2)[CH2:5][CH2:6]1. The reactants are P(Cl)(Cl)Cl (PCl3), BrC=1C=C([N+](=CC1)[O-])C1=NC=CC=C1 (4-bromo-2,2′-bipyridyl-N-oxide), ice water. The solvent is C(Cl)(Cl)Cl (CHCl3). The product is BrC1=CC(=NC=C1)C1=NC=CC=C1 (4-bromo-2,2′-bipyridyl). Yield: 85.0%. As a reaction SMILES: [Br:1][C:2]1[CH:3]=[C:4]([C:9]2[CH:14]=[CH:13][CH:12]=[CH:11][N:10]=2)[N+:5]([O-])=[CH:6][CH:7]=1.P(Cl)(Cl)Cl>C(Cl)(Cl)Cl>[Br:1][C:2]1[CH:7]=[CH:6][N:5]=[C:4]([C:9]2[CH:14]=[CH:13][CH:12]=[CH:11][N:10]=2)[CH:3]=1. Procedure: To a stirred suspension of 4-bromo-2,2′-bipyridyl-N-oxide in 60 mL CHCl3 was added 12 mL PCl3 at room temperature. The mixture was refluxed for 2 h under N2 and then cooled to room temperature. The reaction mixture was poured into 100 mL ice/water. The aqueous layer was separated and saved. The CHCl3 layer was extracted three times with H2O (3×60 mL) and then discarded. The combined aqueous solution was neutralized with NaHCO3 powder to about pH 7-8. The resulting white precipitate was collected... Starting materials: O=C([O-])[O-], CN(C)C=O, CN1CCN(S(=O)(=O)c2ccc(F)cc2)CC1, [K+], [K+], O, CC1CN=C(c2ccc(-c3cc(O)cc(OC(C)CO)c3)[nH]2)O1. Product: CC1CN=C(c2ccc(-c3cc(Oc4ccc(S(=O)(=O)N5CCN(C)CC5)cc4)cc(OC(C)CO)c3)[nH]2)O1. RXN SMILES: [C:41](=[O:42])([O-:43])[O-:44].[CH3:48][N:49]([CH3:50])[CH:51]=[O:52].[F:24][c:25]1[cH:26][cH:27][c:28]([S:31](=[O:32])(=[O:33])[N:34]2[CH2:35][CH2:36][N:37]([CH3:40])[CH2:38][CH2:39]2)[cH:29][cH:30]1.[K+:45].[K+:46].[OH2:47].[OH:1][CH2:2][CH:3]([O:4][c:5]1[cH:6][c:7]([OH:22])[cH:8][c:9](-[c:11]2[nH:12][c:13]([C:16]3=[N:20][CH2:19][CH:18]([CH3:21])[O:17]3)[cH:14][cH:15]2)[cH:10]1)[CH3:23]>>[OH:1][CH2:2][CH:3]([O:4][c:5]1[cH:6][c:7]([O:22][c:25]2[cH:26][cH:27][c:28]([S:31](=[O:32])(=[O:33])[N:34]3[CH2:35][CH2:36][N:37]([CH3:40])[CH2:38][CH2:39]3)[cH:29][cH:30]2)[cH:8][c:9](-[c:11]2[nH:12][c:13]([C:16]3=[N:20][CH2:19][CH:18]([CH3:21])[O:17]3)[cH:14][cH:15]2)[cH:10]1)[CH3:23]. The reactants are CN(CCCN=C=NCC)C (N′-(3-dimethylaminopropyl)-N-ethylcarbodiimide), C(C)O (ethanol), C(#N)C(C(CC(=O)O)C1=CC=C(C=C1)Cl)C=1C=NC=C(C1)Br (4-Cyano-4-(5-bromopyridin-3-yl)-3-(4-chlorophenyl)butanoic acid). The reagents and catalysts are CN(C1=CC=NC=C1)C (4-dimethylaminopyridine). The solvent is ClCCl (dichloromethane). Conditions: temperature 25 celsius, time 8 hour. Product: C(#N)C(C(CC(=O)OCC)C1=CC=C(C=C1)Cl)C=1C=NC=C(C1)Br (Ethyl 4-cyano-4-(5-bromopyridin-3-yl)-3-(4-chlorophenyl)butanoate). Reaction SMILES: CN(C)[CH2:3][CH2:4]CN=C=NCC.C(O)C.[C:15]([CH:17]([C:30]1[CH:31]=[N:32][CH:33]=[C:34]([Br:36])[CH:35]=1)[CH:18]([C:23]1[CH:28]=[CH:27][C:26]([Cl:29])=[CH:25][CH:24]=1)[CH2:19][C:20]([OH:22])=[O:21])#[N:16]>CN(C)C1C=CN=CC=1.ClCCl>[C:15]([CH:17]([C:30]1[CH:31]=[N:32][CH:33]=[C:34]([Br:36])[CH:35]=1)[CH:18]([C:23]1[CH:24]=[CH:25][C:26]([Cl:29])=[CH:27][CH:28]=1)[CH2:19][C:20]([O:22][CH2:3][CH3:4])=[O:21])#[N:16]. Procedure details: Under protective gas (Ar), 0.121 g (0.632 mmol) of N′-(3-dimethylaminopropyl)-N-ethylcarbodiimide (EDC), a spatula tip of 4-dimethylaminopyridine (DMAP) and 0.061 g (1.317 mmol) of ethanol were added to 0.200 g (0.527 mmol) of 4-cyano-4-(5-bromopyridin-3-yl)-3-(4-chlorophenyl)butanoic acid (Example A4) in 4 ml of dichloromethane, and the mixture was stirred at 25° C. for 8 h. The solvent was removed under reduced pressure and the residue was taken up in dichloromethane and washed twice with in e...